Dataset: the Open Reaction Database (ORD), a public repository of structured organic reaction records. Task: describe an organic reaction: reactants, conditions, products, and yield Reactants: OC=1C=C2CCC(NC2=CC1)=O (6-hydroxy-1,2,3,4-tetrahydro-2-quinolinone), C([O-])([O-])=O.[K+].[K+] (potassium carbonate), BrCCCBr (1,3-dibromopropane), CN(C=O)C (N,N-dimethylformamide). The solvent is petroleum ether, O (water). Conditions: time 20 hour. Yields the product BrCCCOC=1C=C2CCC(NC2=CC1)=O (6-(3-bromopropyloxy)-1,2,3,4-tetrahydro-2-quinolinone). Reaction SMILES: [OH:1][C:2]1[CH:3]=[C:4]2[C:9](=[CH:10][CH:11]=1)[NH:8][C:7](=[O:12])[CH2:6][CH2:5]2.C(=O)([O-])[O-].[K+].[K+].[Br:19][CH2:20][CH2:21][CH2:22]Br.CN(C)C=O>O>[Br:19][CH2:20][CH2:21][CH2:22][O:1][C:2]1[CH:3]=[C:4]2[C:9](=[CH:10][CH:11]=1)[NH:8][C:7](=[O:12])[CH2:6][CH2:5]2 |f:1.2.3|. Procedure: A mixture of 12.6 g (0.076 mol) of 6-hydroxy-1,2,3,4-tetrahydro-2-quinolinone, 15.8 g (0.115 mol) of potassium carbonate (anhydrous and powdered), 46.5 g (0.23 mol) of 1,3-dibromopropane and 40 ml of N,N-dimethylformamide is stirred at room temperature for 20 hours. 200 ml of water and 100 ml of petroleum ether are added and, after stirring for 1 hour, the precipitate which has formed is filtered off with suction, washed with petroleum ether and dried.